This data is from the Open Reaction Database (ORD), a public repository of structured organic reaction records. The task is: describe an organic reaction: reactants, conditions, products, and yield Yields the product N#CN=S1CCC(c2ccc(C(F)(F)F)nc2)C1. RXN SMILES: [C:19]([OH:20])(=[O:21])[CH3:22].[C:23]([OH:24])(=[O:25])[CH3:26].[CH3:34][C:35]#[N:36].[I:27][c:28]1[cH:29][cH:30][cH:31][cH:32][cH:33]1.[NH2:16][C:17]#[N:18].[S:1]1[CH2:2][CH:3]([c:6]2[cH:7][cH:8][c:9]([C:12]([F:13])([F:14])[F:15])[n:10][cH:11]2)[CH2:4][CH2:5]1>>[S:1]1(=[N:18][C:17]#[N:16])[CH2:2][CH:3]([c:6]2[cH:7][cH:8][c:9]([C:12]([F:13])([F:14])[F:15])[n:10][cH:11]2)[CH2:4][CH2:5]1. Reactants: CC(=O)O, CC(=O)O, CC#N, Ic1ccccc1, N#CN, FC(F)(F)c1ccc(C2CCSC2)cn1. Starting materials: NCC=1C=C(C=CC1)C=1C=C2CC(CC2=CC1)NS(=O)(=O)C(C)C (N-{5-[3-(aminomethyl)phenyl]-2,3-dihydro-1H-inden-2-yl}-2-propanesulfonamide), C(C)(=O)Cl (acetyl chloride). Yields the product CC(C)S(=O)(=O)NC1CC2=CC=C(C=C2C1)C=1C=C(C=CC1)CNC(C)=O (N-{[3-(2-{[(1-methylethyl)sulfonyl]amino}-2,3-dihydro-1H-inden-5-yl)phenyl]methyl}acetamide). Reaction SMILES: [NH2:1][CH2:2][C:3]1[CH:4]=[C:5]([C:9]2[CH:10]=[C:11]3[C:15](=[CH:16][CH:17]=2)[CH2:14][CH:13]([NH:18][S:19]([CH:22]([CH3:24])[CH3:23])(=[O:21])=[O:20])[CH2:12]3)[CH:6]=[CH:7][CH:8]=1.[C:25](Cl)(=[O:27])[CH3:26]>>[CH3:23][CH:22]([S:19]([NH:18][CH:13]1[CH2:12][C:11]2[C:15](=[CH:16][CH:17]=[C:9]([C:5]3[CH:4]=[C:3]([CH2:2][NH:1][C:25](=[O:27])[CH3:26])[CH:8]=[CH:7][CH:6]=3)[CH:10]=2)[CH2:14]1)(=[O:21])=[O:20])[CH3:24]. Procedure details: The title compound was prepared from N-{5-[3-(aminomethyl)phenyl]-2,3-dihydro-1H-inden-2-yl}-2-propanesulfonamide and acetyl chloride in a similar manner to Example 12. Reactants: BrC=1C(=C(SC1)C(=O)O)C (4-bromo-3-methyl-2-thiophenecarboxylic acid), S(=O)(Cl)Cl (thionyl chloride). Reagents/catalysts: CN(C)C=O (DMF). Run in ClCCCl (1,2-dichloroethane). Product: BrC=1C(=C(SC1)C(=O)Cl)C (4-Bromo-3-methyl-2-thiophenecarbonyl chloride). Yield: 100.2%. Reaction SMILES: [Br:1][C:2]1[C:3]([CH3:10])=[C:4]([C:7](O)=[O:8])[S:5][CH:6]=1.S(Cl)([Cl:13])=O>CN(C=O)C.ClCCCl>[Br:1][C:2]1[C:3]([CH3:10])=[C:4]([C:7]([Cl:13])=[O:8])[S:5][CH:6]=1. Procedure details: A slurry of 1.11 g (5 mmole) of 4-bromo-3-methyl-2-thiophenecarboxylic acid, 0.44 mL (6 mmole) of thionyl chloride, 5 drops of DMF, and 10 mL of 1,2-dichloroethane was heated at 800° C. for 1.5 h. The clear solution was cooled and concentrated on a roto-evaporator. The residue was dissolved in 5 mL of 1,2-dichloroethane and reconcentrated on a roto-evaporator to give 1.2 g of a tan solid, 97% pure (GC area). This acid chloride was used without further purification. Starting materials: CCCCO, N#Cc1ccc(Cl)nc1, O=c1[nH]nc2c(N3CCNCC3)nc3ccc(F)cc3n12, [Na+], [Na+], O=C([O-])[O-]. The product is N#Cc1ccc(N2CCN(c3nc4ccc(F)cc4n4c(=O)[nH]nc34)CC2)nc1. RXN SMILES: [CH2:37]([OH:38])[CH2:39][CH2:40][CH3:41].[Cl:22][c:23]1[n:24][cH:25][c:26]([C:29]#[N:30])[cH:27][cH:28]1.[F:1][c:2]1[cH:3][cH:4][c:5]2[n:6][c:7]([N:16]3[CH2:17][CH2:18][NH:19][CH2:20][CH2:21]3)[c:8]3[n:9]([c:10]2[cH:11]1)[c:12](=[O:15])[nH:13][n:14]3.[Na+:31].[Na+:32].[O-:33][C:34](=[O:35])[O-:36]>>[F:1][c:2]1[cH:3][cH:4][c:5]2[n:6][c:7]([N:16]3[CH2:17][CH2:18][N:19]([c:23]4[n:24][cH:25][c:26]([C:29]#[N:30])[cH:27][cH:28]4)[CH2:20][CH2:21]3)[c:8]3[n:9]([c:10]2[cH:11]1)[c:12](=[O:15])[nH:13][n:14]3.